Dataset: the Open Reaction Database (ORD), a public repository of structured organic reaction records. Task: describe an organic reaction: reactants, conditions, products, and yield Reactants: Cl (hydrochloric acid), resultant solution, C1(C(CCCC1)=O)=O (cyclohexane-1,2-dione), C(O)([O-])=O.[Na+] (sodium hydrogencarbonate), resultant mixture, [OH-].[Na+] (NaOH), Cl.NCC(=O)N (glycinamide hydrochloride). Solvent: CO (methanol), O (Water), CO (methanol). Run at temperature -30 celsius, time 3 hour. Product: OC1=NC=2CCCCC2N=C1 (2-hydroxy-5,6,7,8-tetrahydroquinoxaline). The yield is 62.3%. RXN SMILES: Cl.[NH2:2][CH2:3][C:4]([NH2:6])=[O:5].[C:7]1(=O)[CH2:12][CH2:11][CH2:10][CH2:9][C:8]1=O.[OH-].[Na+].Cl.C(=O)([O-])O.[Na+]>CO.O>[OH:5][C:4]1[CH:3]=[N:2][C:8]2[CH2:9][CH2:10][CH2:11][CH2:12][C:7]=2[N:6]=1 |f:0.1,3.4,6.7|. Reported procedure: 11.05 g (0.1 mol) of glycinamide hydrochloride was dissolved in 200 ml of methanol. To the resultant solution was added a solution of 13.44 g (0.12 mol) of cyclohexane-1,2-dione in 30 ml of methanol under cooling to -30° C. or lower and then, 20 ml of an aqueous 12.5 N NaOH solution was dropwise added thereto. Subsequently, the resultant mixture was stirred at -30° C. or lower for 30 minutes and further stirred at room temperature for 3 hours to effect a reaction. To the resultant reaction mixtu...